Dataset: the Open Reaction Database (ORD), a public repository of structured organic reaction records. Task: describe an organic reaction: reactants, conditions, products, and yield Reactants: CCCCCCCCCCCCS, Cc1ccccc1, O=C(O)c1ccc(Cl)s1, Cl, [H-], [Na+], O. Yields the product CCCCCCCCCCCCSc1ccc(C(=O)O)s1. RXN SMILES: [CH2:1]([CH2:2][CH2:3][CH2:4][CH2:5][CH2:6][CH2:7][CH2:8][CH2:9][CH2:10][CH2:11][CH3:12])[SH:13].[CH3:26][c:27]1[cH:28][cH:29][cH:30][cH:31][cH:32]1.[Cl:16][c:17]1[cH:18][cH:19][c:20]([C:22](=[O:23])[OH:24])[s:21]1.[ClH:25].[H-:14].[Na+:15].[OH2:33]>>[CH2:1]([CH2:2][CH2:3][CH2:4][CH2:5][CH2:6][CH2:7][CH2:8][CH2:9][CH2:10][CH2:11][CH3:12])[S:13][c:17]1[cH:18][cH:19][c:20]([C:22](=[O:23])[OH:24])[s:21]1. Reactants: ClC=1C(=CC2=C(NC(CC(=N2)C2=CC(=CC=C2)C=2SC=C(N2)CCl)=O)C1)N(C)C (8-chloro-4-[3-(4-chloromethyl-thiazol-2-yl)-phenyl]-7-dimethylamino-1,3-dihydro-benzo[b][1,4]diazepin-2-one), N1CCOCC1 (morpholine), O (H2O). The solvent is CCO (EtOH). Reaction conditions: temperature 60 celsius, time 3 hour. Yields the product ClC=1C(=CC2=C(NC(CC(=N2)C2=CC(=CC=C2)C=2SC=C(N2)CN2CCOCC2)=O)C1)N(C)C (8-Chloro-7-dimethylamino-4-[3-(4-morpholin-4-ylmethyl-thiazol-2-yl)-phenyl]-1,3-dihydro-benzo[b][1,4]diazepin-2-one). As a reaction SMILES: [Cl:1][C:2]1[C:3]([N:27]([CH3:29])[CH3:28])=[CH:4][C:5]2[N:11]=[C:10]([C:12]3[CH:17]=[CH:16][CH:15]=[C:14]([C:18]4[S:19][CH:20]=[C:21]([CH2:23]Cl)[N:22]=4)[CH:13]=3)[CH2:9][C:8](=[O:25])[NH:7][C:6]=2[CH:26]=1.[NH:30]1[CH2:35][CH2:34][O:33][CH2:32][CH2:31]1.O>CCO>[Cl:1][C:2]1[C:3]([N:27]([CH3:28])[CH3:29])=[CH:4][C:5]2[N:11]=[C:10]([C:12]3[CH:17]=[CH:16][CH:15]=[C:14]([C:18]4[S:19][CH:20]=[C:21]([CH2:23][N:30]5[CH2:35][CH2:34][O:33][CH2:32][CH2:31]5)[N:22]=4)[CH:13]=3)[CH2:9][C:8](=[O:25])[NH:7][C:6]=2[CH:26]=1. Procedure details: A mixture of 8-chloro-4-[3-(4-chloromethyl-thiazol-2-yl)-phenyl]-7-dimethylamino-1,3-dihydro-benzo[b][1,4]diazepin-2-one (89 mg) (Example 191a), morpholine (0.17 mL) and KI (3 mg) in EtOH (0.5 mL) was stirred at 60° C. for 3 h. H2O (25 mL) was added to the cooled solution and the precipitate was collected by filtration and purified by chromatography on silica gel using AcOEt/acetone (1:1) as eluent. The product was stirred with 20% aqueous MeOH (20 mL) The pH of the mixture was set to 11 by addi... The reactants are ClCCCBr, Cc1cc2c(cc1C)CC(=O)NC=C2. Product: Cc1cc2c(cc1C)CC(=O)N(CCCCl)C=C2. RXN SMILES: [Br:15][CH2:16][CH2:17][CH2:18][Cl:19].[CH3:1][c:2]1[cH:3][c:4]2[c:5]([cH:12][c:13]1[CH3:14])[CH2:6][C:7](=[O:11])[NH:8][CH:9]=[CH:10]2>>[CH3:1][c:2]1[cH:3][c:4]2[c:5]([cH:12][c:13]1[CH3:14])[CH2:6][C:7](=[O:11])[N:8]([CH2:16][CH2:17][CH2:18][Cl:19])[CH:9]=[CH:10]2. The reactants are teflon, O1CCCC1 (tetrahydrofuran), C(C1=CC=CC=C1)(=O)N1C[C@H]2C=3C(=C(C=CC13)I)C[C@H](C2)N(CCC)CCC ((+)(2aR,4S)-1-benzoyl-6-iodo-4-(di-n-propylamino)-1,2,2a,3,4,5-hexahydrobenz[cd]indole), C(CCC)[Sn](C=1OC=CC1)(CCCC)CCCC (2-(tributylstannyl)furan). The reagents and catalysts are Cl[Pd]([P](C1=CC=CC=C1)(C2=CC=CC=C2)C3=CC=CC=C3)([P](C4=CC=CC=C4)(C5=CC=CC=C5)C6=CC=CC=C6)Cl (bis(triphenylphosphine)palladium(II) chloride). Solvent: C(C)(=O)OCC.CCCCCC (ethyl acetate hexane). Reaction conditions: temperature 100 celsius, time 15 minute. Product: [OH-].[NH4+] (ammonium hydroxide), O1C(=CC=C1)C1=C2C=3[C@H](CNC3C=C1)C[C@@H](C2)N(CCC)CCC ((-)(2aR,4S)-6-(2-furyl)-4-(di-n-propylamino)-1,2,2a,3,4,5-hexahydrobenz[cd]indole). The yield is 0.5%. RXN SMILES: [O:1]1CCCC1.C([N:14]1[C:22]2[CH:21]=[CH:20][C:19](I)=[C:18]3[CH2:24][C@@H:25]([N:27]([CH2:31][CH2:32][CH3:33])[CH2:28][CH2:29][CH3:30])[CH2:26][C@H:16]([C:17]=23)[CH2:15]1)(=O)C1C=CC=CC=1.C([Sn](CCCC)(CCCC)[C:39]1[O:40][CH:41]=[CH:42][CH:43]=1)CCC>Cl[Pd](Cl)([P](C1C=CC=CC=1)(C1C=CC=CC=1)C1C=CC=CC=1)[P](C1C=CC=CC=1)(C1C=CC=CC=1)C1C=CC=CC=1.C(OCC)(=O)C.CCCCCC>[OH-:1].[NH4+:14].[O:40]1[CH:41]=[CH:42][CH:43]=[C:39]1[C:19]1[CH:20]=[CH:21][C:22]2[NH:14][CH2:15][C@@H:16]3[CH2:26][C@H:25]([N:27]([CH2:28][CH2:29][CH3:30])[CH2:31][CH2:32][CH3:33])[CH2:24][C:18]=1[C:17]=23 |f:4.5,6.7,^1:54,73|. Procedure: To a sealable tube with threads containing 13 ml of dry tetrahydrofuran were added 1.2 g (2.46 mmol) of (+)(2aR,4S)-1-benzoyl-6-iodo-4-(di-n-propylamino)-1,2,2a,3,4,5-hexahydrobenz[cd]indole, 968 mg (2.71 mmol) of 2-(tributylstannyl)furan and 200 mg of bis(triphenylphosphine)palladium(II) chloride. The resulting mixture was then deaerated with argon for 15 minutes. After deaeration, the tube was sealed with a teflon cap and the contents thereof were heated to 100° C. for 24 hours. After 24 hours... Starting materials: BrCC1=CC=C(C=C1)C1=C(C=CC=C1)C(=O)OC (4-bromomethyl-2′-methoxycarbonylbiphenyl), [H][H] (hydrogen), ice methanol, solid, C(CCC)C1=NNC(=N1)C(CCC)(F)F (3-butyl-5-(1,1-difluorobutyl)-1H-1,2,4-triazole), [H-].[Na+] (sodium hydride). The solvent is CN(C=O)C (DMF), CO (Methanol), CN(C=O)C (dimethylformamide). Product: C(CCC)C1=NC(=NN1CC1=CC=C(C=C1)C=1C(=CC=CC1)C(=O)O)C(CCC)(F)F (4′-[(5-butyl-3-(1,1-difluorobutyl)-1H-1,2,4-triazol-1-yl)methyl][1,1′-biphenyl)-2-carboxylic acid). As a reaction SMILES: [CH2:1]([C:5]1[N:9]=[C:8]([C:10]([F:15])([F:14])[CH2:11][CH2:12][CH3:13])[NH:7][N:6]=1)[CH2:2][CH2:3][CH3:4].[H-].[Na+].[H][H].Br[CH2:21][C:22]1[CH:27]=[CH:26][C:25]([C:28]2[CH:33]=[CH:32][CH:31]=[CH:30][C:29]=2[C:34]([O:36]C)=[O:35])=[CH:24][CH:23]=1>CN(C)C=O.CO>[CH2:1]([C:5]1[N:6]([CH2:21][C:22]2[CH:27]=[CH:26][C:25]([C:28]3[C:29]([C:34]([OH:36])=[O:35])=[CH:30][CH:31]=[CH:32][CH:33]=3)=[CH:24][CH:23]=2)[N:7]=[C:8]([C:10]([F:14])([F:15])[CH2:11][CH2:12][CH3:13])[N:9]=1)[CH2:2][CH2:3][CH3:4] |f:1.2|. Procedure details: Under a static nitrogen atmosphere, 2.0 g (9.2 mmol) of solid 3-butyl-5-(1,1-difluorobutyl)-1H-1,2,4-triazole is added in small portions to 10 mmol of sodium hydride in 50 ml of dimethylformamide (DMF); stirring is continued until hydrogen evolution has ceased. The anion solution is cooled to −10° C. (ice/methanol) and is treated with a solution of 3.0 g (9.2 mmol) of 4-bromomethyl-2′-methoxycarbonylbiphenyl (from Step 1 of Example 1) in 20 ml of dry DMF. The reaction is allowed to warm to ambie... Reactants: C(C(=O)Cl)(=O)Cl (Oxalyl chloride), FC=1C=C(C#N)C=C(C1O)[N+](=O)[O-] (3-fluoro-4-hydroxy-5-nitrobenzonitrile). Solvent: CN(C)C=O (DMF). Reaction conditions: temperature -25 celsius, time 15 minute. Product: ClC1=C(C=C(C#N)C=C1[N+](=O)[O-])F (4-Chloro-3-fluoro-5-nitro-benzonitrile). RXN SMILES: C(Cl)(=O)C([Cl:4])=O.[F:7][C:8]1[CH:9]=[C:10]([CH:13]=[C:14]([N+:17]([O-:19])=[O:18])[C:15]=1O)[C:11]#[N:12]>CN(C=O)C>[Cl:4][C:15]1[C:14]([N+:17]([O-:19])=[O:18])=[CH:13][C:10]([C:11]#[N:12])=[CH:9][C:8]=1[F:7]. Reported procedure: Oxalyl chloride (5.44 g; 42.8 mmol) was added dropwise to a solution of 3-fluoro-4-hydroxy-5-nitrobenzonitrile (3.9 g; 21 mmol) in DMF (40 mL) at −25° C. The mixture was stirred at −25° C. for 15 min and thereafter at 80° C. for 2.5 h. The mixture was slowly poured into ice, the precipitate was filtered off and the filtrate was extracted with EtOAc. The organic layer was dried over Na2SO4, filtered and concentrated. The residue was combined with the precipitate and filtered through a plug of sil... Reactants: NC1=NC=NN2C1=C(C=C2CC2CN(C2)C(=O)OC(C)(C)C)Br (tert-butyl 3-[(4-amino-5-bromopyrrolo[2,1-f][1,2,4]triazin-7-yl)methyl]azetidine-1-carboxylate), C(C1=CC=CC=C1)N1N=C2C=C(C=CC2=C1)B1OC(C(O1)(C)C)(C)C (2-benzyl-6-(4,4,5,5-tetramethyl-{1,3,2]dioxaborolan-2-yl)-2H-indazole), C(=O)([O-])[O-].[Na+].[Na+] (Na2CO3), O (H2O). Reagents/catalysts: C=1C=CC(=CC1)[P](C=2C=CC=CC2)(C=3C=CC=CC3)[Pd]([P](C=4C=CC=CC4)(C=5C=CC=CC5)C=6C=CC=CC6)([P](C=7C=CC=CC7)(C=8C=CC=CC8)C=9C=CC=CC9)[P](C=1C=CC=CC1)(C=1C=CC=CC1)C=1C=CC=CC1 (tetrakis(triphenylphosphine)palladium(0)). The solvent is CN(C)C=O (DMF). Run at temperature 110 celsius. Product: NC1=NC=NN2C1=C(C=C2CC2CN(C2)C(=O)OC(C)(C)C)C=2C=CC1=CN(N=C1C2)CC2=CC=CC=C2 (tert-butyl 3-{[4-amino-5-(2-benzyl-2H-indazol-6-yl)pyrrolo[2,1-f][1,2,4]triazin-7-yl]methyl}azetidine-1-carboxylate). The yield is 94.3%. As a reaction SMILES: [NH2:1][C:2]1[C:7]2=[C:8](Br)[CH:9]=[C:10]([CH2:11][CH:12]3[CH2:15][N:14]([C:16]([O:18][C:19]([CH3:22])([CH3:21])[CH3:20])=[O:17])[CH2:13]3)[N:6]2[N:5]=[CH:4][N:3]=1.[CH2:24]([N:31]1[CH:39]=[C:38]2[C:33]([CH:34]=[C:35](B3OC(C)(C)C(C)(C)O3)[CH:36]=[CH:37]2)=[N:32]1)[C:25]1[CH:30]=[CH:29][CH:28]=[CH:27][CH:26]=1.C([O-])([O-])=O.[Na+].[Na+].O>CN(C=O)C.C1C=CC([P]([Pd]([P](C2C=CC=CC=2)(C2C=CC=CC=2)C2C=CC=CC=2)([P](C2C=CC=CC=2)(C2C=CC=CC=2)C2C=CC=CC=2)[P](C2C=CC=CC=2)(C2C=CC=CC=2)C2C=CC=CC=2)(C2C=CC=CC=2)C2C=CC=CC=2)=CC=1>[NH2:1][C:2]1[C:7]2=[C:8]([C:35]3[CH:36]=[CH:37][C:38]4[C:33]([CH:34]=3)=[N:32][N:31]([CH2:24][C:25]3[CH:30]=[CH:29][CH:28]=[CH:27][CH:26]=3)[CH:39]=4)[CH:9]=[C:10]([CH2:11][CH:12]3[CH2:15][N:14]([C:16]([O:18][C:19]([CH3:22])([CH3:21])[CH3:20])=[O:17])[CH2:13]3)[N:6]2[N:5]=[CH:4][N:3]=1 |f:2.3.4,^1:64,66,85,104|. Reported procedure: To a stirred, degassed mixture tert-butyl 3-[(4-amino-5-bromopyrrolo[2,1-f][1,2,4]triazin-7-yl)methyl]azetidine-1-carboxylate (397 mg, 1.04 mmol), Intermediate C (521 mg, 1.56 mmol), Na2CO3 (330 mg, 3.12 mmol) and H2O (1.6 mL) in DMF (10 mL) was added tetrakis(triphenylphosphine)palladium(0) (120 mg, 0.10 mmol). The reaction was heated (110° C.) for 17 h and then cooled to rt. The mixture was partitioned between ethyl acetate (50 mL) and H2O (50 mL). The layers were separated and the aqueous was... Starting materials: [Cl-].[Na+] (sodium chloride), N1=CC=C(C2=CC=CC=C12)C=O (4-quinolinecarboxaldehyde), CC1(OC(=CC1=O)C)C (2,2,5-trimethyl-3(2H)-furanone), [OH-].[Na+] (sodium hydroxide). Solvent: C(C)O (ethanol). Reaction conditions: time 4 hour. Yields the product N1=CC=C(C2=CC=CC=C12)C=CC1=CC(C(O1)(C)C)=O (5-[2-(4-Quinolinyl)ethenyl]-2,2-dimethyl-3(2H)-furanone). Isolated yield 38.0%. Reaction SMILES: [N:1]1[C:10]2[C:5](=[CH:6][CH:7]=[CH:8][CH:9]=2)[C:4]([CH:11]=O)=[CH:3][CH:2]=1.[CH3:13][C:14]1([CH3:21])[C:18](=[O:19])[CH:17]=[C:16]([CH3:20])[O:15]1.[OH-].[Na+].[Cl-].[Na+]>C(O)C>[N:1]1[C:10]2[C:5](=[CH:6][CH:7]=[CH:8][CH:9]=2)[C:4]([CH:11]=[CH:20][C:16]2[O:15][C:14]([CH3:21])([CH3:13])[C:18](=[O:19])[CH:17]=2)=[CH:3][CH:2]=1 |f:2.3,4.5|. Procedure: To a solution of 4-quinolinecarboxaldehyde (2.8 g, 17.8 mM) and 2,2,5-trimethyl-3(2H)-furanone (1.5 g, 11.9 mM) in ethanol (100 mL), was added 1N aqueous sodium hydroxide (1.2 mL, 1.2 mM). After the reaction solution was stirred for 4 hours, saturated aqueous sodium chloride (400 mL) was added. The aqueous layer was extracted with diethyl ether (3×100 mL). The combined ethereal extracts were washed with saturated aqueous sodium chloride (50 mL), dried over MgSO4, filtered and concentrated to giv... Starting materials: polybutadiene, C(C1CO1)OCC1CO1 (diglycidylether), 1,2-polybutadiene epoxy, epoxy, OC1=CC=C(C=C1)C(C)(C)C1=CC=C(C=C1)O (bisphenol A). The product is 1,2-polybutadiene, CC(C)(C1=CC=C(C=C1)OCC2CO2)C3=CC=C(C=C3)OCC4CO4 (DGEBA). Reaction SMILES: [CH2:1]([O:5][CH2:6][CH:7]1O[CH2:8]1)[CH:2]1[O:4][CH2:3]1.OC1[CH:16]=[CH:15][C:14]([C:17]([C:20]2[CH:25]=[CH:24][C:23]([OH:26])=[CH:22][CH:21]=2)([CH3:19])[CH3:18])=CC=1>>[CH3:19][C:17]([C:14]1[CH:8]=[CH:7][C:6]([O:5][CH2:1][CH:2]2[O:4][CH2:3]2)=[CH:16][CH:15]=1)([C:20]1[CH:21]=[CH:22][C:23]([O:26][CH2:1][CH:2]2[O:4][CH2:3]2)=[CH:24][CH:25]=1)[CH3:18]. Reported procedure: By use of the Dienoxy A copolymer described above, a 1,2-polybutadiene epoxy copolymer composition of approximately 33/67 composition was prepared and both the epoxy constituent and the polybutadiene constituent were cured. It should be noted that the blend of Dienoxy A copolymer with the additional diglycidylether of bisphenol A (DGEBA) and the anhydride curative system formed a stable dispersion while a blend of 1,2-polybutadiene with DGEBA and the anhydride curative system rapidly separated i...